From a dataset of the Open Reaction Database (ORD), a public repository of structured organic reaction records. describe an organic reaction: reactants, conditions, products, and yield Starting materials: N1=CN=C(C=C1)C#N (4-pyrimidinecarbonitrile), C([O-])([O-])=O.[Na+].[Na+] (sodium carbonate), C[Mg]Cl (methyl magnesium chloride), S(O)(O)(=O)=O (sulfuric acid). Solvent: CCOCC (ether), O1CCCC1 (tetrahydrofuran). Yields the product N1=CN=C(C=C1)C(=O)C (methyl 4-pyrimidyl ketone). Reaction SMILES: [CH3:1][Mg]Cl.[N:4]1[CH:9]=[CH:8][C:7](C#N)=[N:6][CH:5]=1.S(=O)(=O)(O)O.[C:17](=[O:20])([O-])[O-].[Na+].[Na+]>CCOCC.O1CCCC1>[N:4]1[CH:9]=[CH:8][C:7]([C:17]([CH3:1])=[O:20])=[N:6][CH:5]=1 |f:3.4.5|. Procedure: To a solution of 22.2 g. of methyl magnesium chloride in ether is added 10.5 g. of 4-pyrimidinecarbonitrile in tetrahydrofuran. The resulting mixture is heated at reflux for 24 hours, then poured onto ice. To the mixture is added 75 ml. of 25 percent sulfuric acid. The solution is then made basic with 10 percent aqueous sodium carbonate solution and extracted with ether. The extracts are dried and concentrated to give methyl 4-pyrimidyl ketone. Starting materials: [N+](=O)([O-])C1=C(C=CC=C1)C1=CC=C(C=C1)C (2-nitro-4'-methylbiphenyl), C1CC(=O)N(C1=O)Br (NBS). Reagents/catalysts: CC(C)(C#N)N=NC(C)(C)C#N (AIBN). Solvent: C(Cl)(Cl)(Cl)Cl (CCl4). The product is BrCC1=CC=C(C=C1)C1=C(C=CC=C1)[N+](=O)[O-] (4'-BROMOMETHYL-2-NITROBIPHENYL). The yield is 92.1%. RXN SMILES: [N+:1]([C:4]1[CH:9]=[CH:8][CH:7]=[CH:6][C:5]=1[C:10]1[CH:15]=[CH:14][C:13]([CH3:16])=[CH:12][CH:11]=1)([O-:3])=[O:2].C1C(=O)N([Br:24])C(=O)C1>C(Cl)(Cl)(Cl)Cl.CC(N=NC(C#N)(C)C)(C#N)C>[Br:24][CH2:16][C:13]1[CH:12]=[CH:11][C:10]([C:5]2[CH:6]=[CH:7][CH:8]=[CH:9][C:4]=2[N+:1]([O-:3])=[O:2])=[CH:15][CH:14]=1. Procedure details: A solution/suspension of 3.74 g (17.5 mmol) 2-nitro-4'-methylbiphenyl, 123 mg (0.9 mmol) AIBN, and 3.43 g (19.3 mmol) NBS in 180 mL CCl4 was refluxed for 30 minutes. The mixture was cooled to room temperature, was filtered through a medium fritted funnel, was washed with water, was dried over magnesium sulfate, was stripped of solvent in vacuo, and was chromatographed on silica gel under medium pressure using 7% ethyl acetate in hexanes to give 4.71 g (92% yield) of the title compound as a light... Starting materials: C(C)(C)(C)OC(=O)N1[C@@H](CC1)COS(=O)(=O)C (2-(S)-Methanesulfonyloxymethyl-azetidine-1-carboxylic acid tert-butyl ester), [F-].C(CCC)[N+](CCCC)(CCCC)CCCC (tetrabutylammonium fluoride). The product is C(C)(C)(C)OC(=O)N1[C@@H](CC1)CF (2-(S)-Fluoromethyl-azetidine-1-carboxylic acid tert-butyl ester). Reaction SMILES: [C:1]([O:5][C:6]([N:8]1[CH2:11][CH2:10][C@H:9]1[CH2:12]OS(C)(=O)=O)=[O:7])([CH3:4])([CH3:3])[CH3:2].[F-:18].C([N+](CCCC)(CCCC)CCCC)CCC>>[C:1]([O:5][C:6]([N:8]1[CH2:11][CH2:10][C@H:9]1[CH2:12][F:18])=[O:7])([CH3:4])([CH3:3])[CH3:2] |f:1.2|. Reported procedure: 2-(S)-Methanesulfonyloxymethyl-azetidine-1-carboxylic acid tert-butyl ester (5.62 g, 21.2 mmol) was treated with tetrabutylammonium fluoride (1 M solution in THF, 191 mL) under N2, heated to reflux for 1 hour, cooled to ambient temperature, concentrated to 50 mL, treated with water (100 mL) and extracted with ethyl acetate (2×250 mL). The combined ethyl acetate layers were washed with 0.25 M HCl (100 mL), washed with NaHCO3 solution, washed with brine, dried (MgSO4), filtered, concentrated and c... Reactants: FC1=CC=C(C=C1)CCN1C=NC2=CC(=CC=C2C1=O)N/C(/N1CC(C1)NC(OC(C)(C)C)=O)=N/[C@@H]1[C@H]([C@H]2C([C@@H](C1)C2)(C)C)C (1,1-dimethylethyl [1-((Z)-({3-[2-(4-fluorophenyl)ethyl]-4-oxo-3,4-dihydro-7-quinazolinyl}amino){[(1S,2S,3S,5R)-2,6,6-trimethylbicyclo[3.1.1 ]hept-3-yl]imino}methyl)-3-azetidinyl]carbamate), N1CC(C1)NC(OC(C)(C)C)=O (1,1-dimethylethyl 3-azetidinylcarbamate), Cl.O1CCOCC1 (HCl dioxane). Conditions: time 8 hour. The product is NC1CN(C1)C(NC1=CC=C2C(N(C=NC2=C1)CCC1=CC=C(C=C1)F)=O)=N[C@@H]1[C@H]([C@H]2C([C@@H](C1)C2)(C)C)C (3-amino-N-{3-[2-(4-fluorophenyl)ethyl]-4-oxo-3,4-dihydro-7-quinazolinyl}-N′-[(1S,2S,3S,5R)-2,6,6-trimethylbicyclo[3.1.1 ]hept-3-yl]-1-azetidinecarboximidamide). RXN SMILES: [F:1][C:2]1[CH:7]=[CH:6][C:5]([CH2:8][CH2:9][N:10]2[C:19](=[O:20])[C:18]3[C:13](=[CH:14][C:15]([NH:21]/[C:22](=[N:35]/[C@H:36]4[CH2:41][C@H:40]5[CH2:42][C@H:38]([C:39]5([CH3:44])[CH3:43])[C@@H:37]4[CH3:45])/[N:23]4[CH2:26][CH:25]([NH:27]C(=O)OC(C)(C)C)[CH2:24]4)=[CH:16][CH:17]=3)[N:12]=[CH:11]2)=[CH:4][CH:3]=1.N1CC(NC(=O)OC(C)(C)C)C1.Cl.O1CCOCC1>>[NH2:27][CH:25]1[CH2:24][N:23]([C:22](=[N:35][C@H:36]2[CH2:41][C@H:40]3[CH2:42][C@H:38]([C:39]3([CH3:44])[CH3:43])[C@@H:37]2[CH3:45])[NH:21][C:15]2[CH:14]=[C:13]3[C:18]([C:19](=[O:20])[N:10]([CH2:9][CH2:8][C:5]4[CH:4]=[CH:3][C:2]([F:1])=[CH:7][CH:6]=4)[CH:11]=[N:12]3)=[CH:17][CH:16]=2)[CH2:26]1 |f:2.3|. Reported procedure: 1,1-dimethylethyl [1-((Z)-({3-[2-(4-fluorophenyl)ethyl]-4-oxo-3,4-dihydro-7-quinazolinyl}amino){[(1S,2S,3S,5R)-2,6,6-trimethylbicyclo[3.1.1 ]hept-3-yl]imino}methyl)-3-azetidinyl]carbamate (synthesized using 1,1-dimethylethyl 3-azetidinylcarbamate by the methods described previously) was treated with 4.0 N HCl/dioxane (4 mL) and stirred overnight. The reaction was then purified by preparatory HPLC to provide 3-amino-N-{3-[2-(4-fluorophenyl)ethyl]-4-oxo-3,4-dihydro-7-quinazolinyl}-N′-[(1S,2S,3S,5R... Reactants: O1C(=CC2=C1C=CC=C2)C2CCC(C1=C2C=CO1)O (4,5,6,7-tetrahydro-4-(2-benzofuryl)-benzofuran-7-ol), C1(=CC=C(C=C1)S(=O)(=O)O)C (p-toluene sulfonic acid). Product: O1C(=CC2=C1C=CC=C2)C2=CCCC1=C2C=CO1 (6,7-dihydro-4-(2-benzofuryl)-benzofuran). Procedure: To a mixture of 19.3 g of 4,5,6,7-tetrahydro-4-(2-benzofuryl)-benzofuran-7-ol in 400 ml of toluene was added 100 mg of p-toluene sulfonic acid, and the mixture was placed on a Rotovap®, and the solvent was distilled in vacuo (60° C.) until a residue was obtained. The residue was chromatographed on silica (hexane/methylene chloride 1.5:1) to afford 15.3 g (86%) of 6,7-dihydro-4-(2-benzofuryl)-benzofuran, (Formula III: ##STR9## R4 =2-benzofuryl) as an orange oil. The solvent is C1(=CC=CC=C1)C (toluene). Yield: 85.3%. Reaction SMILES: [O:1]1[C:5]2[CH:6]=[CH:7][CH:8]=[CH:9][C:4]=2[CH:3]=[C:2]1[CH:10]1[C:15]2[CH:16]=[CH:17][O:18][C:14]=2[CH:13](O)[CH2:12][CH2:11]1.C1(C)C=CC(S(O)(=O)=O)=CC=1>C1(C)C=CC=CC=1>[O:1]1[C:5]2[CH:6]=[CH:7][CH:8]=[CH:9][C:4]=2[CH:3]=[C:2]1[C:10]1[C:15]2[CH:16]=[CH:17][O:18][C:14]=2[CH2:13][CH2:12][CH:11]=1. Reactants: Cc1ccccc1, CC(C)(C)CC1CNC(c2cccc(Cl)c2F)C12C(=O)Nc1cc(Cl)ccc12, O=C(Cl)Cl, ClCCl, [Na+], O=C([O-])O. Product: CC(C)(C)CC1CN(C(=O)Cl)C(c2cccc(Cl)c2F)C12C(=O)Nc1cc(Cl)ccc12. Reaction SMILES: [CH3:34][c:35]1[cH:36][cH:37][cH:38][cH:39][cH:40]1.[Cl:1][c:2]1[cH:3][cH:4][c:5]2[c:9]([cH:10]1)[NH:8][C:7](=[O:11])[C:6]21[CH:12]([c:21]2[c:22]([F:28])[c:23]([Cl:27])[cH:24][cH:25][cH:26]2)[NH:13][CH2:14][CH:15]1[CH2:16][C:17]([CH3:18])([CH3:19])[CH3:20].[Cl:41][C:42]([Cl:43])=[O:44].[Cl:45][CH2:46][Cl:47].[Na+:33].[O-:29][C:30]([OH:31])=[O:32]>>[Cl:1][c:2]1[cH:3][cH:4][c:5]2[c:9]([cH:10]1)[NH:8][C:7](=[O:11])[C:6]21[CH:12]([c:21]2[c:22]([F:28])[c:23]([Cl:27])[cH:24][cH:25][cH:26]2)[N:13]([C:42]([Cl:41])=[O:44])[CH2:14][CH:15]1[CH2:16][C:17]([CH3:18])([CH3:19])[CH3:20].